From a dataset of the Open Reaction Database (ORD), a public repository of structured organic reaction records. describe an organic reaction: reactants, conditions, products, and yield Starting materials: [C-]#N.[Na+] (sodium cyanide), ICC1=CC=C(C=C1)CCC (1-(iodomethyl)-4-propylbenzene), S(=O)(=O)([O-])[O-].[Mg+2] (magnesium sulfate). Solvent: CN(C=O)C (N,N-dimethylformamide). Run at time 2 hour. Product: C(CC)C1=CC=C(C=C1)CC#N (2-(4-propylphenyl)acetonitrile). Yield: 90.8%. Reaction SMILES: I[CH2:2][C:3]1[CH:8]=[CH:7][C:6]([CH2:9][CH2:10][CH3:11])=[CH:5][CH:4]=1.[C-:12]#[N:13].[Na+].S([O-])([O-])(=O)=O.[Mg+2]>CN(C)C=O>[CH2:9]([C:6]1[CH:7]=[CH:8][C:3]([CH2:2][C:12]#[N:13])=[CH:4][CH:5]=1)[CH2:10][CH3:11] |f:1.2,3.4|. Procedure details: Under argon condition, 1-(iodomethyl)-4-propylbenzene (73.6 mg, 0.283 mmol) was dissolved in 1 mL of well-dried N,N-dimethylformamide (dry DMF) and then sodium cyanide (NaCN; 27.7 mg, 0.566 mmol) was added and the reaction mixture was stirred for 2 hours at room temperature. Upon completion of the reaction, the reaction was terminated by adding 3 mL of water and the mixture was extracted with diethyl ether (3 mL×3). The organic layer thus obtained was treated with anhydrous magnesium sulfate to ... Starting materials: [BH4-], COc1cc(N2CCN(C(=O)Cn3nc(C(C)=O)c(Cl)c3C)CC2)ccc1Cl, CO, [Na+], O. Yields the product COc1cc(N2CCN(C(=O)Cn3nc(C(C)O)c(Cl)c3C)CC2)ccc1Cl. As a reaction SMILES: [BH4-:1].[C:3]([CH3:4])(=[O:5])[c:6]1[n:7][n:8]([CH2:13][C:14](=[O:15])[N:16]2[CH2:17][CH2:18][N:19]([c:22]3[cH:23][c:24]([O:29][CH3:30])[c:25]([Cl:28])[cH:26][cH:27]3)[CH2:20][CH2:21]2)[c:9]([CH3:12])[c:10]1[Cl:11].[CH3:31][OH:32].[Na+:2].[OH2:33]>>[CH:3]([CH3:4])([OH:5])[c:6]1[n:7][n:8]([CH2:13][C:14](=[O:15])[N:16]2[CH2:17][CH2:18][N:19]([c:22]3[cH:23][c:24]([O:29][CH3:30])[c:25]([Cl:28])[cH:26][cH:27]3)[CH2:20][CH2:21]2)[c:9]([CH3:12])[c:10]1[Cl:11].